The task is: describe an organic reaction: reactants, conditions, products, and yield. This data is from the Open Reaction Database (ORD), a public repository of structured organic reaction records. The reactants are CCOC(=O)C(O)CCC1CCN(C(=O)OCc2ccccc2)CC1, CCOC(C)=O, O, O=S(Cl)Cl, c1ccncc1. The product is CCOC(=O)C(Cl)CCC1CCN(C(=O)OCc2ccccc2)CC1. As a reaction SMILES: [CH2:1]([c:2]1[cH:3][cH:4][cH:5][cH:6][cH:7]1)[O:8][C:9](=[O:10])[N:11]1[CH2:12][CH2:13][CH:14]([CH2:17][CH2:18][CH:19]([C:20](=[O:21])[O:22][CH2:23][CH3:24])[OH:25])[CH2:15][CH2:16]1.[CH3:37][CH2:38][O:39][C:40](=[O:41])[CH3:42].[OH2:36].[S:32]([Cl:33])([Cl:34])=[O:35].[cH:26]1[cH:27][cH:28][n:29][cH:30][cH:31]1>>[CH2:1]([c:2]1[cH:3][cH:4][cH:5][cH:6][cH:7]1)[O:8][C:9](=[O:10])[N:11]1[CH2:12][CH2:13][CH:14]([CH2:17][CH2:18][CH:19]([C:20](=[O:21])[O:22][CH2:23][CH3:24])[Cl:34])[CH2:15][CH2:16]1. Starting materials: F[B-](F)(F)F, CN1CCCC1=O, CCN(C(C)C)C(C)C, Cl, Cc1ccc(N2C(=O)N(CC(=O)O)C(=O)C23CCCCC3)cc1, CCCC(N)c1ccccc1, CN(C)C(On1nnc2ccccc21)=[N+](C)C. Yields the product CCCC(NC(=O)CN1C(=O)N(c2ccc(C)cc2)C2(CCCCC2)C1=O)c1ccccc1. RXN SMILES: [B-:10]([F:11])([F:12])([F:13])[F:14].[CH3:67][N:68]1[CH2:69][CH2:70][CH2:71][C:72]1=[O:73].[CH:1]([N:2]([CH2:3][CH3:4])[CH:5]([CH3:6])[CH3:7])([CH3:8])[CH3:9].[ClH:66].[O:32]=[C:33]1[N:34]([c:48]2[cH:49][cH:50][c:51]([CH3:54])[cH:52][cH:53]2)[C:35]2([C:36](=[O:42])[N:37]1[CH2:38][C:39](=[O:40])[OH:41])[CH2:43][CH2:44][CH2:45][CH2:46][CH2:47]2.[c:55]1([CH:61]([CH2:62][CH2:63][CH3:64])[NH2:65])[cH:56][cH:57][cH:58][cH:59][cH:60]1.[n:15]1([O:16][C:17]([N:18]([CH3:19])[CH3:20])=[N+:21]([CH3:22])[CH3:23])[c:24]2[cH:25][cH:26][cH:27][cH:28][c:29]2[n:30][n:31]1>>[O:32]=[C:33]1[N:34]([c:48]2[cH:49][cH:50][c:51]([CH3:54])[cH:52][cH:53]2)[C:35]2([C:36](=[O:42])[N:37]1[CH2:38][C:39](=[O:41])[NH:65][CH:61]([c:55]1[cH:56][cH:57][cH:58][cH:59][cH:60]1)[CH2:62][CH2:63][CH3:64])[CH2:43][CH2:44][CH2:45][CH2:46][CH2:47]2. Reactants: O=Cc1ccc(C(F)(F)F)nc1, FC(F)(F)c1nnc2ccc(N3CCNCC3)cn12. The product is FC(F)(F)c1ccc(CN2CCN(c3ccc4nnc(C(F)(F)F)n4c3)CC2)cn1. As a reaction SMILES: [F:20][C:21]([c:22]1[cH:23][cH:24][c:25]([CH:28]=[O:29])[cH:26][n:27]1)([F:30])[F:31].[N:1]1([c:7]2[cH:8][cH:9][c:10]3[n:11]([cH:12]2)[c:13]([C:16]([F:17])([F:18])[F:19])[n:14][n:15]3)[CH2:2][CH2:3][NH:4][CH2:5][CH2:6]1>>[N:1]1([c:7]2[cH:8][cH:9][c:10]3[n:11]([cH:12]2)[c:13]([C:16]([F:17])([F:18])[F:19])[n:14][n:15]3)[CH2:2][CH2:3][N:4]([CH2:28][c:25]2[cH:24][cH:23][c:22]([C:21]([F:20])([F:30])[F:31])[n:27][cH:26]2)[CH2:5][CH2:6]1. The reactants are O[C@]1(C[C@@H](CCC1)C)CNC(=O)C=1C=2C=CC(=NC2C=CC1Cl)C1=CCCC1 (6-chloro-2-cyclopent-1-enyl-quinoline-5-carboxylic acid ((1R,3R)-1-hydroxy-3-methyl-cyclohexylmethyl)-amide), C(C)[SiH](CC)CC (triethylsilane). The reagents and catalysts are [Pd] (palladium on carbon). Yields the product O[C@]1(C[C@@H](CCC1)C)CNC(=O)C=1C=2C=CC(=NC2C=CC1Cl)C1CCCC1 (6-Chloro-2-cyclopentyl-quinoline-5-carboxylic acid ((1R,3R)-1-hydroxy-3-methyl-cyclohexylmethyl)-amide). RXN SMILES: [OH:1][C@:2]1([CH2:9][NH:10][C:11]([C:13]2[C:14]3[CH:15]=[CH:16][C:17]([C:24]4[CH2:28][CH2:27][CH2:26][CH:25]=4)=[N:18][C:19]=3[CH:20]=[CH:21][C:22]=2[Cl:23])=[O:12])[CH2:7][CH2:6][CH2:5][C@@H:4]([CH3:8])[CH2:3]1.C([SiH](CC)CC)C>[Pd]>[OH:1][C@:2]1([CH2:9][NH:10][C:11]([C:13]2[C:14]3[CH:15]=[CH:16][C:17]([CH:24]4[CH2:25][CH2:26][CH2:27][CH2:28]4)=[N:18][C:19]=3[CH:20]=[CH:21][C:22]=2[Cl:23])=[O:12])[CH2:7][CH2:6][CH2:5][C@@H:4]([CH3:8])[CH2:3]1. Procedure: The title compound was synthesized according to the procedure described in example 126 using 6-chloro-2-cyclopent-1-enyl-quinoline-5-carboxylic acid ((1R,3R)-1-hydroxy-3-methyl-cyclohexylmethyl)-amide, palladium on carbon and triethylsilane. 1H NMR (400 MHz, DMSO-d6): δ 8.59 (t, J=6.01 Hz, 1H), 8.10 (d, J=8.82 Hz, 1H), 7.96 (d, J=9.22 Hz, 1H), 7.75 (d, J=9.23 Hz, 1H), 7.59 (d, J=8.81 Hz, 1H), 3.35-3.39 (m, 1H), 3.29 (s, 2H), 2.06-2.09 (m, 2H), 1.78-1.87 (m, 4H), 1.69-1.75 (m, 3H), 1.47-1.61 (m, ... Reagents/catalysts: CC(C)([P](C(C)(C)C)([Pd][P](C(C)(C)C)(C(C)(C)C)C(C)(C)C)C(C)(C)C)C (bis(tri-tert-butylphosphine)palladium(0)), [Zn] (Zinc), [Zn] (zinc). Procedure details: To a solution of N-Boc-3-iodoazetidine (126-1) (500 mg, 1.77 mmol) in THF (5 mL) was added a solution of Reike Zinc (1.4 mL, 0.1 g/mL in THF, 2.2 mmol); a slight exotherm was noted upon addition of the zinc. After stirring for 1 h at room temperature, a solution of 2-bromo-5-methylpyridine (304 mg, 1.77 mmol) in THF (2 mL) was added, followed by bis(tri-tert-butylphosphine)palladium(0) (90 mg, 0.17 mmol) and the reaction was heated at 75° C. for 2 h. After stirring for 16 h at room temperature, ... Conditions: time 1 hour. Starting materials: BrC1=NC=C(C=C1)C (2-bromo-5-methylpyridine), C(=O)(OC(C)(C)C)N1CC(C1)I (N-Boc-3-iodoazetidine). As a reaction SMILES: [C:1]([N:8]1[CH2:11][CH:10](I)[CH2:9]1)([O:3][C:4]([CH3:7])([CH3:6])[CH3:5])=[O:2].Br[C:14]1[CH:19]=[CH:18][C:17]([CH3:20])=[CH:16][N:15]=1>C1COCC1.[Zn].CC(C)([P](C(C)(C)C)([Pd][P](C(C)(C)C)(C(C)(C)C)C(C)(C)C)C(C)(C)C)C>[CH3:20][C:17]1[CH:18]=[CH:19][C:14]([CH:10]2[CH2:11][N:8]([C:1]([O:3][C:4]([CH3:7])([CH3:6])[CH3:5])=[O:2])[CH2:9]2)=[N:15][CH:16]=1 |^1:29,35|. Yields the product CC=1C=CC(=NC1)C1CN(C1)C(=O)OC(C)(C)C (tert-Butyl 3-(5-methylpyridin-2-yl)azetidine-1-carboxylate). The solvent is C1CCOC1 (THF), C1CCOC1 (THF). Reactants: ClC1=NC(=NC=C1C(F)(F)F)NC1=CC=C(C=C1)C1CCN(CC1)C(=O)OC(C)(C)C (tert-butyl 4-(4-((4-chloro-5-(trifluoromethyl)pyrimidin-2-yl)amino)phenyl)piperidine-1-carboxylate), F[B-](F)(F)F (BF4), C(#C)C1=C(C=CC(=C1)C(F)(F)F)CC(=O)OC (methyl 2-(2-ethynyl-4-(trifluoromethyl)phenyl)acetate), CN(C)C=O (DMF). Reagents/catalysts: Cl[Pd]([P](C1=CC=CC=C1)(C2=CC=CC=C2)C3=CC=CC=C3)([P](C4=CC=CC=C4)(C5=CC=CC=C5)C6=CC=CC=C6)Cl (PdCl2(PPh3)2), [Cu]I (CuI). Run in CCN(CC)CC (Et3N). Conditions: temperature 120 celsius. The product is COC(CC1=C(C=C(C=C1)C(F)(F)F)C#CC1=NC(=NC=C1C(F)(F)F)NC1=CC=C(C=C1)C1CCN(CC1)C(=O)OC(C)(C)C)=O (tert-Butyl 4-(4-((4-((2-(2-methoxy-2-oxoethyl)-5-(trifluoromethyl)phenyl)ethynyl)-5-(trifluoromethyl)pyrimidin-2-yl)amino)phenyl)piperidine-1-carboxylate), solid. Isolated yield 61.0%. Reaction SMILES: Cl[C:2]1[C:7]([C:8]([F:11])([F:10])[F:9])=[CH:6][N:5]=[C:4]([NH:12][C:13]2[CH:18]=[CH:17][C:16]([CH:19]3[CH2:24][CH2:23][N:22]([C:25]([O:27][C:28]([CH3:31])([CH3:30])[CH3:29])=[O:26])[CH2:21][CH2:20]3)=[CH:15][CH:14]=2)[N:3]=1.F[B-](F)(F)F.[C:37]([C:39]1[CH:44]=[C:43]([C:45]([F:48])([F:47])[F:46])[CH:42]=[CH:41][C:40]=1[CH2:49][C:50]([O:52][CH3:53])=[O:51])#[CH:38].CN(C=O)C>Cl[Pd](Cl)([P](C1C=CC=CC=1)(C1C=CC=CC=1)C1C=CC=CC=1)[P](C1C=CC=CC=1)(C1C=CC=CC=1)C1C=CC=CC=1.[Cu]I.CCN(CC)CC>[CH3:53][O:52][C:50](=[O:51])[CH2:49][C:40]1[CH:41]=[CH:42][C:43]([C:45]([F:47])([F:46])[F:48])=[CH:44][C:39]=1[C:37]#[C:38][C:2]1[C:7]([C:8]([F:11])([F:10])[F:9])=[CH:6][N:5]=[C:4]([NH:12][C:13]2[CH:18]=[CH:17][C:16]([CH:19]3[CH2:24][CH2:23][N:22]([C:25]([O:27][C:28]([CH3:31])([CH3:30])[CH3:29])=[O:26])[CH2:21][CH2:20]3)=[CH:15][CH:14]=2)[N:3]=1 |^1:61,80|. Reported procedure: A stirred suspension of tert-butyl 4-(4-((4-chloro-5-(trifluoromethyl)pyrimidin-2-yl)amino)phenyl)piperidine-1-carboxylate (K5) (0.200 g, 0.438 mmol), PdCl2(PPh3)2 (0.031 g, 0.044 mmol), t-Bu3PH.BF4 (0.013 mg, 0.044 mmol), CuI (0.008 g, 0.044 mmol) and methyl 2-(2-ethynyl-4-(trifluoromethyl)phenyl)acetate (A59) (0.212 g, 0.875 mmol) in anhydrous, degassed DMF (6 mL) and Et3N (6 mL) was heated at 120° C. for 20 minutes under nitrogen. The volatiles were evaporated under reduced pressure then the ...